Dataset: the Open Reaction Database (ORD), a public repository of structured organic reaction records. Task: describe an organic reaction: reactants, conditions, products, and yield The reactants are NC=1C(=C(C=CC1)C=1C2=C(N=CN1)NC=C2C(=O)OCC)F (ethyl 4-(3-amino-2-fluorophenyl)-7H-pyrrolo[2,3-d]pyrimidine-5-carboxylate), CCN(C(C)C)C(C)C (DIPEA), C(C(=C)C)(=O)Cl (methacryloyl chloride). Solvent: C1CCOC1 (THF). Run at time 1 hour. Yields the product FC1=C(C=CC=C1NC(C(=C)C)=O)C=1C2=C(N=CN1)NC=C2C(=O)OCC (Ethyl 4-{2-fluoro-3-[(2-methylacryloyl)amino]phenyl}-7H-pyrrolo[2,3-d]pyrimidine-5-carboxylate). Reaction SMILES: [NH2:1][C:2]1[C:3]([F:22])=[C:4]([C:8]2[C:9]3[C:16]([C:17]([O:19][CH2:20][CH3:21])=[O:18])=[CH:15][NH:14][C:10]=3[N:11]=[CH:12][N:13]=2)[CH:5]=[CH:6][CH:7]=1.CCN(C(C)C)C(C)C.[C:32](Cl)(=[O:36])[C:33]([CH3:35])=[CH2:34]>C1COCC1>[F:22][C:3]1[C:2]([NH:1][C:32](=[O:36])[C:33]([CH3:35])=[CH2:34])=[CH:7][CH:6]=[CH:5][C:4]=1[C:8]1[C:9]2[C:16]([C:17]([O:19][CH2:20][CH3:21])=[O:18])=[CH:15][NH:14][C:10]=2[N:11]=[CH:12][N:13]=1. Reported procedure: To a solution of ethyl 4-(3-amino-2-fluorophenyl)-7H-pyrrolo[2,3-d]pyrimidine-5-carboxylate (6.5 mg, 0.022 mmol) and DIPEA (12 μL, 0.066 mmol) in THF (220 μL) at room temperature was added methacryloyl chloride (3.5 mg, 0.033 mmol) and the solution was stirred for 1 hour. The reaction was concentrated and the residues, dissolved in 2 mL of DMSO, were purified by reverse phase HPLC using an acetonitrile gradient in water with 0.1% TFA modifier. Lyophilization of the desired fractions afforded a c... Reactants: CN(C=O)C (N,N-dimethylformamide), (R)-(−)-BINAP, [H][H] (hydrogen), [H][H] (hydrogen), O=C1C(CN(C1)C(=O)OCC1=CC=CC=C1)C(=O)OCC (1-benzyl 3-ethyl 4-oxopyrrolidine-1,3-dicarboxylate). Reagents/catalysts: C1=CC=CC=C1.C1=CC=CC=C1.Cl[Ru]Cl.Cl[Ru]Cl (benzene ruthenium (II) chloride dimer). Run at temperature 100 celsius, time 10 minute. RXN SMILES: CN(C)C=O.[O:6]=[C:7]1[CH2:11][N:10]([C:12]([O:14][CH2:15][C:16]2[CH:21]=[CH:20][CH:19]=[CH:18][CH:17]=2)=[O:13])[CH2:9][CH:8]1[C:22]([O:24][CH2:25][CH3:26])=[O:23].[H][H]>ClCCl.C1C=CC=CC=1.C1C=CC=CC=1.Cl[Ru]Cl.Cl[Ru]Cl>[OH:6][C@@H:7]1[CH2:11][N:10]([C:12]([O:14][CH2:15][C:16]2[CH:17]=[CH:18][CH:19]=[CH:20][CH:21]=2)=[O:13])[CH2:9][C@H:8]1[C:22]([O:24][CH2:25][CH3:26])=[O:23] |f:4.5.6.7|. Procedure details: 43 mL of anhydrous N,N-dimethylformamide was added to 1.15 g of benzene ruthenium (II) chloride dimer (2.30 mmol) and 3.00 g of (R)-(−)-BINAP (4.82 mmol) in a stream of argon gas. The mixture was stirred in an oil bath at an external temperature of 95 to 105° C. for 10 minutes. The mixture was then allowed to cool to room temperature. Volatile materials were evaporated under reduced pressure (using a vacuum pump) in an oil bath at an external temperature of 50 to 70° C. to give a catalyst. 33.5 ... Solvent: ClCCl (dichloromethane), ClCCl (dichloromethane). Yield: 125.4%. Product: O[C@H]1[C@@H](CN(C1)C(=O)OCC1=CC=CC=C1)C(=O)OCC (1-benzyl 3-ethyl (3R,4S)-4-hydroxypyrrolidine-1,3-dicarboxylate). Reactants: NC=1C=C(C=CC1)C=1N=C2C(=NC1)N(C=C2C(C(C)(C)C)=O)COCC[Si](C)(C)C (1-[2-(3-Amino-phenyl)-5-(2-trimethylsilanyl-ethoxymethyl)-5H-pyrrolo[2,3-b]pyrazin-7-yl]-2,2-dimethyl-propan-1-one), [F-].C(CCC)[N+](CCCC)(CCCC)CCCC (tetrabutylammonium fluoride). Solvent: C(C)(=O)OCC (ethyl acetate), C1CCOC1 (THF). Run at time 8 hour. Yields the product NC=1C=C(C=CC1)C=1N=C2C(=NC1)NC=C2C(C(C)(C)C)=O (1-[2-(3-Amino-phenyl)-5H-pyrrolo[2,3-b]pyrazin-7-yl]-2,2-dimethyl-propan-1-one). Isolated yield 63.1%. RXN SMILES: [NH2:1][C:2]1[CH:3]=[C:4]([C:8]2[N:9]=[C:10]3[C:16]([C:17](=[O:22])[C:18]([CH3:21])([CH3:20])[CH3:19])=[CH:15][N:14](COCC[Si](C)(C)C)[C:11]3=[N:12][CH:13]=2)[CH:5]=[CH:6][CH:7]=1.[F-].C([N+](CCCC)(CCCC)CCCC)CCC>C1COCC1.C(OCC)(=O)C>[NH2:1][C:2]1[CH:3]=[C:4]([C:8]2[N:9]=[C:10]3[C:16]([C:17](=[O:22])[C:18]([CH3:20])([CH3:19])[CH3:21])=[CH:15][NH:14][C:11]3=[N:12][CH:13]=2)[CH:5]=[CH:6][CH:7]=1 |f:1.2|. Procedure details: To a microwave vial was added 0.032 gm (0.075 mM) 1-[2-(3-Amino-phenyl)-5-(2-trimethylsilanyl-ethoxymethyl)-5H-pyrrolo[2,3-b]pyrazin-7-yl]-2,2-dimethyl-propan-1-one followed by 0.75 ml of 1M tetrabutylammonium fluoride in THF. The vial was sealed and placed in a 80° C. oil bath for two hours then stirred at room temperature overnight. The mixture was diluted with 10 ml ethyl acetate, rinsed (3×50 ml) water, dried over magnesium sulfate, filtered and concentrated on a rotary evaporator. Purificat...